This data is from the Open Reaction Database (ORD), a public repository of structured organic reaction records. The task is: describe an organic reaction: reactants, conditions, products, and yield Reactants: Cl (hydrochloric acid), [H-].[Al+3].[Li+].[H-].[H-].[H-] (lithium aluminum hydride), COC(=O)C1=CC2=CC=C(C=C2C(=C1)OCC1=CC=CC=C1)F (4-benzyloxy-6-fluoro-naphthalene-2-carboxylic acid methyl ester). Run in O1CCCC1 (tetrahydrofuran), O1CCCC1 (tetrahydrofuran). Run at temperature 60 celsius. Yields the product C(C1=CC=CC=C1)OC1=CC(=CC2=CC=C(C=C12)F)CO ((4-benzyloxy-6-fluoro-naphthalen-2-yl)-methanol). The yield is 92.8%. As a reaction SMILES: [H-].[Al+3].[Li+].[H-].[H-].[H-].C[O:8][C:9]([C:11]1[CH:20]=[C:19]([O:21][CH2:22][C:23]2[CH:28]=[CH:27][CH:26]=[CH:25][CH:24]=2)[C:18]2[C:13](=[CH:14][CH:15]=[C:16]([F:29])[CH:17]=2)[CH:12]=1)=O.Cl>O1CCCC1>[CH2:22]([O:21][C:19]1[C:18]2[C:13](=[CH:14][CH:15]=[C:16]([F:29])[CH:17]=2)[CH:12]=[C:11]([CH2:9][OH:8])[CH:20]=1)[C:23]1[CH:24]=[CH:25][CH:26]=[CH:27][CH:28]=1 |f:0.1.2.3.4.5|. Reported procedure: To the slurry of lithium aluminum hydride (1.4 g, 36.9 mmol) in tetrahydrofuran (30 mL) was added a solution of 4-benzyloxy-6-fluoro-naphthalene-2-carboxylic acid methyl ester (5.8 g, 18.7 mmol) in tetrahydrofuran (30 mL) at 0° C. under a nitrogen atmosphere. After being heated at 60° C. for 1 hour under a nitrogen atmosphere, the resulting mixture was cooled to 0° C. and 1 N hydrochloric acid was added to quench the reaction. The aqueous layer was extracted with diethyl ether (50 mL×4). The com... Reactants: Cl, O, O=[N+]([O-])c1ccc(O)nc1. Yields the product O=[N+]([O-])c1cnc(O)c(Cl)c1. As a reaction SMILES: [ClH:11].[OH2:12].[OH:1][c:2]1[n:3][cH:4][c:5]([N+:8](=[O:9])[O-:10])[cH:6][cH:7]1>>[OH:1][c:2]1[n:3][cH:4][c:5]([N+:8](=[O:9])[O-:10])[cH:6][c:7]1[Cl:11]. Starting materials: ClC=1C(=C(C=CC1)CC#N)I (2-(3-chloro-2-iodophenyl)acetonitrile), O1CCOCC1 (dioxane), OS(=O)(=O)O (H2SO4). Run in O (water). Reaction conditions: temperature 115 celsius, time 2 hour. Product: ClC=1C(=C(C=CC1)CC(=O)O)I (2-(3-chloro-2-iodophenyl)acetic acid). RXN SMILES: [Cl:1][C:2]1[C:3]([I:11])=[C:4](CC#N)[CH:5]=[CH:6][CH:7]=1.[OH:12]S(O)(=O)=O.[O:17]1[CH2:22][CH2:21]OCC1>O>[Cl:1][C:2]1[C:3]([I:11])=[C:4]([CH2:21][C:22]([OH:17])=[O:12])[CH:5]=[CH:6][CH:7]=1. Procedure details: A mixture of 2-(3-chloro-2-iodophenyl)acetonitrile (3.2 g, 12 mmol) in 20 mL dioxane was treated with 25 mL 9M H2SO4. The mixture was stirred at 115° C. for 2 hours, cooled to room temperature, and diluted with 100 mL water. The mixture was extracted with EtOAc (3×50 mL). The combined organic layers were washed with saturated NaCl (20 mL), dried over anhydrous sodium sulfate, and concentrated to give crude product in 4 g as pale yellow solid. MS m/e: (M+H)+ 297. The reactants are CS(=O)(=O)N1CCC(CC1)OC1=CC=CC=2N1C(=CN2)[N+](=O)[O-] (5-[1-(methylsulfonyl)-4-piperidyloxy]-3-nitroimidazo[1,2-a]pyridine). Reagents/catalysts: [C].[Pd] (palladium-carbon). The solvent is C(Cl)Cl (methylene chloride), [H][H] (hydrogen). Product: NC1=CN=C2N1C(=CC=C2)OC2CCN(CC2)S(=O)(=O)C (3-amino-5-[1-(methylsulfonyl)-4-piperidyloxy]imidazo[1,2-a]pyridine). Isolated yield 132.6%. Reaction SMILES: [CH3:1][S:2]([N:5]1[CH2:10][CH2:9][CH:8]([O:11][C:12]2[N:17]3[C:18]([N+:21]([O-])=O)=[CH:19][N:20]=[C:16]3[CH:15]=[CH:14][CH:13]=2)[CH2:7][CH2:6]1)(=[O:4])=[O:3]>C(Cl)Cl.[H][H].[C].[Pd]>[NH2:21][C:18]1[N:17]2[C:12]([O:11][CH:8]3[CH2:9][CH2:10][N:5]([S:2]([CH3:1])(=[O:4])=[O:3])[CH2:6][CH2:7]3)=[CH:13][CH:14]=[CH:15][C:16]2=[N:20][CH:19]=1 |f:3.4|. Procedure details: To a solution of 5-[1-(methylsulfonyl)-4-piperidyloxy]-3-nitroimidazo[1,2-a]pyridine (70 mg, 0.226 mmole) in methylene chloride (10 ml) was added 10% palladium-carbon (50 ml) and the mixture was stirred in hydrogen atmosphere at room temperature for 1.5 hours. After the reaction mixture was treated with Cellite, the solvent was distilled off. To the residue was added chloroform, which was washed in turn with an aqueous saturated sodium bicarbonate solution and water and dried over anhydrous magn...